This data is from the Open Reaction Database (ORD), a public repository of structured organic reaction records. The task is: describe an organic reaction: reactants, conditions, products, and yield The reactants are O=C([O-])[O-], CCI, CN(C)C=O, CCOC(C)=O, [K+], [K+], CCOC(=O)c1cc2c(C)ccc(NS(=O)(=O)c3cccs3)c2[nH]1. Yields the product CCOC(=O)c1cc2c(C)ccc(N(CC)S(=O)(=O)c3cccs3)c2[nH]1. As a reaction SMILES: [C:25](=[O:26])([O-:27])[O-:28].[CH2:31]([CH3:32])[I:33].[CH3:34][N:35]([CH3:36])[CH:37]=[O:38].[CH3:39][CH2:40][O:41][C:42](=[O:43])[CH3:44].[K+:29].[K+:30].[s:1]1[c:2]([S:6](=[O:7])(=[O:8])[NH:9][c:10]2[cH:11][cH:12][c:13]([CH3:24])[c:14]3[cH:15][c:16]([C:19](=[O:20])[O:21][CH2:22][CH3:23])[nH:17][c:18]23)[cH:3][cH:4][cH:5]1>>[s:1]1[c:2]([S:6](=[O:7])(=[O:8])[N:9]([c:10]2[cH:11][cH:12][c:13]([CH3:24])[c:14]3[cH:15][c:16]([C:19](=[O:20])[O:21][CH2:22][CH3:23])[nH:17][c:18]23)[CH2:31][CH3:32])[cH:3][cH:4][cH:5]1. The reactants are IC1=C(N)C=CC=C1 (2-iodoaniline), C(C=O)(=O)O (glyoxylic acid), COC=1C=C(C=C)C=CC1OC (3,4-dimethoxystyrene). Yields the product COC=1C=C(C=CC1OC)C1CC(NC2=C(C=CC=C12)I)C(=O)O (4-(3,4-dimethoxyphenyl)-8-iodo-1,2,3,4-tetrahydroquinoline-2-carboxylic Acid). RXN SMILES: [I:1][C:2]1[CH:8]=[CH:7][CH:6]=[CH:5][C:3]=1[NH2:4].[C:9]([OH:13])(=[O:12])[CH:10]=O.[CH3:14][O:15][C:16]1[CH:17]=[C:18]([CH:21]=[CH:22][C:23]=1[O:24][CH3:25])[CH:19]=[CH2:20]>>[CH3:14][O:15][C:16]1[CH:17]=[C:18]([CH:19]2[C:5]3[C:3](=[C:2]([I:1])[CH:8]=[CH:7][CH:6]=3)[NH:4][CH:10]([C:9]([OH:13])=[O:12])[CH2:20]2)[CH:21]=[CH:22][C:23]=1[O:24][CH3:25]. Procedure details: Compound 70 was prepared from 2-iodoaniline, glyoxylic acid and 3,4-dimethoxystyrene by the automated process. Reactants: C=1C=CC(=CC1)P(C=2C=CC=CC2)C3=CC=C4C=CC=CC4=C3C5=C6C=CC=CC6=CC=C5P(C=7C=CC=CC7)C=8C=CC=CC8 (BINAP), COC(C1=C(N=C(C=C1)Cl)C1=CC=C(C=C1)F)=O (6-Chloro-2-(4-fluoro-phenyl)-nicotinic acid methyl ester), C(=O)(OC(C)(C)C)NC1=C(C=CC=C1F)F (Boc-2,6-difluoroaniline), [O-]P(=O)([O-])[O-].[K+].[K+].[K+] (K3PO4), Cl.CCOCC (HCl ether). Reagents/catalysts: C(C)(=O)[O-].[Pd+2].C(C)(=O)[O-] (palladium acetate). Solvent: C1(=CC=CC=C1)C (toluene), CCOC(=O)C (EtOAc), C1(=CC=CC=C1)C (toluene), C1(=CC=CC=C1)C (toluene). Reaction conditions: temperature 50 celsius, time 8 hour. Yields the product COC(C1=C(N=C(C=C1)NC1=C(C=CC=C1F)F)C1=CC=C(C=C1)F)=O (6-(2,6-Difluoro-phenylamino)-2-(4-fluoro-phenyl)-nicotinic acid methyl ester). RXN SMILES: C1C=CC(P(C2C(C3C(P(C4C=CC=CC=4)C4C=CC=CC=4)=CC=C4C=3C=CC=C4)=C3C(C=CC=C3)=CC=2)C2C=CC=CC=2)=CC=1.[CH3:47][O:48][C:49](=[O:64])[C:50]1[CH:55]=[CH:54][C:53](Cl)=[N:52][C:51]=1[C:57]1[CH:62]=[CH:61][C:60]([F:63])=[CH:59][CH:58]=1.C([NH:72][C:73]1[C:78]([F:79])=[CH:77][CH:76]=[CH:75][C:74]=1[F:80])(OC(C)(C)C)=O.[O-]P([O-])([O-])=O.[K+].[K+].[K+].Cl.CCOCC>C1(C)C=CC=CC=1.C([O-])(=O)C.[Pd+2].C([O-])(=O)C.CCOC(C)=O>[CH3:47][O:48][C:49](=[O:64])[C:50]1[CH:55]=[CH:54][C:53]([NH:72][C:73]2[C:78]([F:79])=[CH:77][CH:76]=[CH:75][C:74]=2[F:80])=[N:52][C:51]=1[C:57]1[CH:62]=[CH:61][C:60]([F:63])=[CH:59][CH:58]=1 |f:3.4.5.6,7.8,10.11.12|. Procedure details: To a nitrogen purged flask was charged palladium acetate (13.2 g, 59 mmoles, 0.04 eq), racemic BINAP (36.6 g, 59 mmoles, 0.04 eq), followed by 1.9 L toluene. The heterogeneous slurry was heated to 50° C. under nitrogen for 2 hours, cooled to 30° C., then the pyridyl chloride 41 (386.4 g, 1.45 moles, 1.0 eq) and Boc-2,6-difluoroaniline 42 (386.4 g, 1.69 moles, 1.2 eq), and K3PO4 (872 g, 4.1 moles, 2.8 eq) were added all at once followed by a 1.9 L toluene rinse. The heterogeneous reaction mixture...